From a dataset of the Open Reaction Database (ORD), a public repository of structured organic reaction records. describe an organic reaction: reactants, conditions, products, and yield Reactants: O=C([O-])[O-], CO, ClCCl, [Na+], [Na+], COc1ccccc1CO, BrP(Br)Br. Product: COc1ccccc1CBr. Reaction SMILES: [C:17](=[O:18])([O-:19])[O-:20].[CH3:15][OH:16].[Cl:23][CH2:24][Cl:25].[Na+:21].[Na+:22].[OH:1][CH2:2][c:3]1[c:4]([O:9][CH3:10])[cH:5][cH:6][cH:7][cH:8]1.[P:11]([Br:12])([Br:13])[Br:14]>>[CH2:2]([c:3]1[c:4]([O:9][CH3:10])[cH:5][cH:6][cH:7][cH:8]1)[Br:12]. Reactants: O=C(O)c1ncc(C(F)(F)F)cc1Cl, CC1(c2cc(N)ccc2F)N=C(N)OCC1(F)F. Yields the product CC1(c2cc(NC(=O)c3ncc(C(F)(F)F)cc3Cl)ccc2F)N=C(N)OCC1(F)F. As a reaction SMILES: [Cl:19][c:20]1[c:21]([C:30](=[O:31])[OH:32])[n:22][cH:23][c:24]([C:26]([F:27])([F:28])[F:29])[cH:25]1.[NH2:1][c:2]1[cH:3][cH:4][c:5]([F:18])[c:6]([C:8]2([CH3:17])[N:9]=[C:10]([NH2:16])[O:11][CH2:12][C:13]2([F:14])[F:15])[cH:7]1>>[NH:1]([c:2]1[cH:3][cH:4][c:5]([F:18])[c:6]([C:8]2([CH3:17])[N:9]=[C:10]([NH2:16])[O:11][CH2:12][C:13]2([F:14])[F:15])[cH:7]1)[C:30]([c:21]1[c:20]([Cl:19])[cH:25][c:24]([C:26]([F:27])([F:28])[F:29])[cH:23][n:22]1)=[O:31]. Reactants: Brc1ccsc1, Brc1cccs1, CC(=O)[O-], CC(=O)[O-], CC(C)(C)[O-], Cc1ccccc1, [Cl-], [NH4+], c1ccc(Nc2ccccc2)cc1, [Na+], [Pd+2], CC(=C(c1ccccc1)c1ccccc1)P(C1CCCCC1)C1CCCCC1. Reaction SMILES: [Br:1][c:2]1[cH:3][s:4][cH:5][cH:6]1.[Br:7][c:8]1[s:9][cH:10][cH:11][cH:12]1.[C:62]([O-:63])(=[O:64])[CH3:65].[C:67]([O-:68])(=[O:69])[CH3:70].[CH3:26][C:27]([CH3:28])([O-:29])[CH3:30].[CH3:71][c:72]1[cH:73][cH:74][cH:75][cH:76][cH:77]1.[Cl-:60].[NH4+:61].[NH:13]([c:14]1[cH:15][cH:16][cH:17][cH:18][cH:19]1)[c:20]1[cH:21][cH:22][cH:23][cH:24][cH:25]1.[Na+:31].[Pd+2:66].[c:32]1([C:33]([c:34]2[cH:35][cH:36][cH:37][cH:38][cH:39]2)=[C:40]([P:41]([CH:42]2[CH2:43][CH2:44][CH2:45][CH2:46][CH2:47]2)[CH:48]2[CH2:49][CH2:50][CH2:51][CH2:52][CH2:53]2)[CH3:54])[cH:55][cH:56][cH:57][cH:58][cH:59]1>>[c:2]1([N:13]([c:14]2[cH:15][cH:16][cH:17][cH:18][cH:19]2)[c:20]2[cH:21][cH:22][cH:23][cH:24][cH:25]2)[cH:3][s:4][cH:5][cH:6]1. Product: c1ccc(N(c2ccccc2)c2ccsc2)cc1. Reactants: OC1=CC(=CC2=C1C1=C(C(O2)(C)C)SC(C1)(C)C)C(C)C(CCCCC)C (1,2-dihydro-9-hydroxy-7-(3-methyl-2-octyl)-2,2,4,4-tetramethyl-4H-thieno-[2,3-c][1]benzopyran), Br.N1(CCCC1)CCCC(=O)O (γ-pyrrolidinobutyric acid hydrobromide salt), C1(CCCCC1)N=C=NC1CCCCC1 (dicyclohexylcarbodiimide). Yields the product Br.CC(C(C)C1=CC2=C(C3C(C(O2)(C)C)SC(C3)(C)C)C(=C1)OC(CCCN1CCCC1)=O)CCCCC (dihydro-7-(3-methyl-2-octyl)-9-[4-(pyrrolidino)butyryloxy]-2,2,4,4-tetramethyl-4H-thieno-[ 2,3-c][1]benzopyran hydrobromide). As a reaction SMILES: [OH:1][C:2]1[C:7]2[C:8]3[CH2:16][C:15]([CH3:18])([CH3:17])[S:14][C:9]=3[C:10]([CH3:13])([CH3:12])[O:11][C:6]=2[CH:5]=[C:4]([CH:19]([CH:21]([CH3:27])[CH2:22][CH2:23][CH2:24][CH2:25][CH3:26])[CH3:20])[CH:3]=1.[BrH:28].[N:29]1([CH2:34][CH2:35][CH2:36][C:37](O)=[O:38])[CH2:33][CH2:32][CH2:31][CH2:30]1.C1(N=C=NC2CCCCC2)CCCCC1>>[BrH:28].[CH3:27][CH:21]([CH2:22][CH2:23][CH2:24][CH2:25][CH3:26])[CH:19]([C:4]1[CH:3]=[C:2]([O:1][C:37](=[O:38])[CH2:36][CH2:35][CH2:34][N:29]2[CH2:33][CH2:32][CH2:31][CH2:30]2)[C:7]2[CH:8]3[CH2:16][C:15]([CH3:17])([CH3:18])[S:14][CH:9]3[C:10]([CH3:12])([CH3:13])[O:11][C:6]=2[CH:5]=1)[CH3:20] |f:1.2,4.5|. Procedure details: By reacting 1,2-dihydro-9-hydroxy-7-(3-methyl-2-octyl)-2,2,4,4-tetramethyl-4H-thieno-[2,3-c][1]benzopyran with γ-pyrrolidinobutyric acid hydrobromide salt and dicyclohexylcarbodiimide according to the method of Example 10 there is obained obtained -dihydro-7-(3-methyl-2-octyl)-9-[4-(pyrrolidino)butyryloxy]-2,2,4,4-tetramethyl-4H-thieno-[ 2,3-c][1]benzopyran hydrobromide. Reactants: C1(=CC=CC=C1)C(=C)C=[N+]=[N-] (2-phenyl-3-diazo-1-propene), ClCC([C@]1([C@@H](C[C@H]2[C@@H]3CCC4=CC(C=C[C@]4(C)[C@]3([C@H](C[C@]12C)O)F)=O)O)O)=O (21-chloro-9-fluoro-11β,16α,17-trihydroxypregna-1,4-diene-3,20-dione). The solvent is CCOCC (ether), CCCCC (pentane), CO (methanol). The product is ClCC([C@]1([C@@H](C[C@H]2[C@@H]3CCC4=CC(C=C[C@]4(C)[C@]3([C@H](C[C@]12C)O)F)=O)OCC(=C)C1=CC=CC=C1)O)=O (21-chloro-9-fluoro-11β,17-dihydroxy-16α-[(2-phenyl-2-propenyl)oxy]-pregna-1,4-diene-3,20-dione). Isolated yield 47.6%. As a reaction SMILES: [C:1]1([C:7]([CH:9]=[N+]=[N-])=[CH2:8])[CH:6]=[CH:5][CH:4]=[CH:3][CH:2]=1.[Cl:12][CH2:13][C:14](=[O:39])[C@:15]1([OH:38])[C@:32]2([CH3:33])[C@H:18]([C@H:19]3[C@:29]([F:35])([C@@H:30]([OH:34])[CH2:31]2)[C@:27]2([CH3:28])[C:22](=[CH:23][C:24](=[O:36])[CH:25]=[CH:26]2)[CH2:21][CH2:20]3)[CH2:17][C@H:16]1[OH:37]>CCOCC.CCCCC.CO>[Cl:12][CH2:13][C:14](=[O:39])[C@:15]1([OH:38])[C@:32]2([CH3:33])[C@H:18]([C@H:19]3[C@:29]([F:35])([C@@H:30]([OH:34])[CH2:31]2)[C@:27]2([CH3:28])[C:22](=[CH:23][C:24](=[O:36])[CH:25]=[CH:26]2)[CH2:21][CH2:20]3)[CH2:17][C@H:16]1[O:37][CH2:9][C:7]([C:1]1[CH:6]=[CH:5][CH:4]=[CH:3][CH:2]=1)=[CH2:8]. Procedure: A solution of 2-phenyl-3-diazo-1-propene (prepared from 28.5 g of N-(2-phenyl-2-propenyl)ethyl carbamate, prepared as described in Example 4) in 700 ml of ether and 50 ml of pentane is diluted with 150 ml of methanol at 0°C and 10 g of 21-chloro-9-fluoro-11β,16α,17-trihydroxypregna-1,4-diene-3,20-dione, 16,17-cycloborate is added in portions. After nitrogen evolution ceases the solvents are removed in vacuo and the residue is recrystallized from methanol to give 6.1 g of 21-chloro-9-fluoro-11β,1... The reactants are IC1=CC=C(C=C1)O (4-iodophenol), C(C1=CC=CC=C1)Cl (benzyl chloride), C([O-])([O-])=O.[K+].[K+] (potassium carbonate). Solvent: CC(=O)C (acetone). Run at time 30 hour. Product: C(C1=CC=CC=C1)OC1=CC=C(C=C1)I (4-Iodophenyl benzyl ether). Reaction SMILES: [I:1][C:2]1[CH:7]=[CH:6][C:5]([OH:8])=[CH:4][CH:3]=1.[CH2:9](Cl)[C:10]1[CH:15]=[CH:14][CH:13]=[CH:12][CH:11]=1.C(=O)([O-])[O-].[K+].[K+]>CC(C)=O>[CH2:9]([O:8][C:5]1[CH:6]=[CH:7][C:2]([I:1])=[CH:3][CH:4]=1)[C:10]1[CH:15]=[CH:14][CH:13]=[CH:12][CH:11]=1 |f:2.3.4|. Procedure: A reaction mixture composed of 21.40 g (95.3 mmol) of 98% 4-iodophenol, 12.19 g (95.3 mmol) of 99% benzyl chloride, 20.73 g (150 mmol) of potassium carbonate and 250 ml of acetone was heated to reflux temperature and heated to boiling for 30 hours. After cooling to room temperature, the reaction mixture was filtered. The filtrate was concentrated and then cooled in an ice bath, in the course of which a solid precipitated out. This was removed by means of a blue-band filter and then dried. The cr... Reactants: CC(C)(C)[Si](C)(C)Oc1ccc(Br)cc1C12CC3CC(CC(C3)C1)C2, [Li]CCCC, CCCCCC, [Cl-], Cl, [NH4+], O=C=O, C1CCOC1. The product is CC(C)(C)[Si](C)(C)Oc1ccc(C(=O)O)cc1C12CC3CC(CC(C3)C1)C2. As a reaction SMILES: [C:1]12([c:11]3[c:12]([O:13][Si:14]([CH3:15])([CH3:16])[C:17]([CH3:18])([CH3:19])[CH3:20])[cH:21][cH:22][c:23]([Br:25])[cH:24]3)[CH2:2][CH:3]3[CH2:4][CH:5]([CH2:6][CH:7]([CH2:8]1)[CH2:9]3)[CH2:10]2.[CH2:26]([Li:27])[CH2:28][CH2:29][CH3:30].[CH3:42][CH2:43][CH2:44][CH2:45][CH2:46][CH3:47].[Cl-:34].[ClH:36].[NH4+:35].[O:31]=[C:32]=[O:33].[O:37]1[CH2:38][CH2:39][CH2:40][CH2:41]1>>[C:1]12([c:11]3[c:12]([O:13][Si:14]([CH3:15])([CH3:16])[C:17]([CH3:18])([CH3:19])[CH3:20])[cH:21][cH:22][c:23]([C:32](=[O:31])[OH:33])[cH:24]3)[CH2:2][CH:3]3[CH2:4][CH:5]([CH2:6][CH:7]([CH2:8]1)[CH2:9]3)[CH2:10]2. Reactants: ClC1=CC=C(C=C1)C1=C(C=CC(=N1)C(=O)O)OCC1CC1 (6-(4-Chloro-phenyl)-5-cyclopropylmethoxy-pyridine-2-carboxylic acid), CC(C)C1=CC(=NO1)CN (5-(1-methylethyl)-3-isoxazolemethanamine). The product is C(C)(C)C1=CC(=NO1)CNC(=O)C1=NC(=C(C=C1)OCC1CC1)C1=CC=C(C=C1)Cl (6-(4-chloro-phenyl)-5-cyclopropylmethoxy-pyridine-2-carboxylic acid (5-isopropyl-isoxazol-3-ylmethyl)-amide). Reaction SMILES: [Cl:1][C:2]1[CH:7]=[CH:6][C:5]([C:8]2[N:13]=[C:12]([C:14]([OH:16])=O)[CH:11]=[CH:10][C:9]=2[O:17][CH2:18][CH:19]2[CH2:21][CH2:20]2)=[CH:4][CH:3]=1.[CH3:22][CH:23]([C:25]1[O:29][N:28]=[C:27]([CH2:30][NH2:31])[CH:26]=1)[CH3:24]>>[CH:23]([C:25]1[O:29][N:28]=[C:27]([CH2:30][NH:31][C:14]([C:12]2[CH:11]=[CH:10][C:9]([O:17][CH2:18][CH:19]3[CH2:21][CH2:20]3)=[C:8]([C:5]3[CH:4]=[CH:3][C:2]([Cl:1])=[CH:7][CH:6]=3)[N:13]=2)=[O:16])[CH:26]=1)([CH3:24])[CH3:22]. Reported procedure: The title compound was synthesized in analogy to Example 41 using 6-(4-Chloro-phenyl)-5-cyclopropylmethoxy-pyridine-2-carboxylic acid (example AW) and 5-(1-methylethyl)-3-isoxazolemethanamine (CAN 154016-49-6) as starting materials, LC-MS (peak area/EIC) 98.2%, 426.4 (M+H)+. Starting materials: C(C1=CC=CC=C1)N1C(=NC(=C1CC#N)Cl)CCCC (1-benzyl-2-n-butyl-4-chloro-5-cyanomethylimidazole), Cl (hydrogen chloride), C(C)O (ethanol), O (water). Conditions: time 1 hour. Product: Cl.C(C1=CC=CC=C1)N1C(=NC(=C1CC(=O)OCC)Cl)CCCC (ethyl 1-benzyl-2-n-butyl-4-chloroimidazole-5-acetate hydrochloride). RXN SMILES: [CH2:1]([N:8]1[C:12]([CH2:13][C:14]#N)=[C:11]([Cl:16])[N:10]=[C:9]1[CH2:17][CH2:18][CH2:19][CH3:20])[C:2]1[CH:7]=[CH:6][CH:5]=[CH:4][CH:3]=1.Cl.[OH2:22].[CH2:23]([OH:25])[CH3:24]>>[ClH:16].[CH2:1]([N:8]1[C:12]([CH2:13][C:14]([O:25][CH2:23][CH3:24])=[O:22])=[C:11]([Cl:16])[N:10]=[C:9]1[CH2:17][CH2:18][CH2:19][CH3:20])[C:2]1[CH:7]=[CH:6][CH:5]=[CH:4][CH:3]=1 |f:4.5|. Procedure details: 1 g of 1-benzyl-2-n-butyl-4-chloro-5-cyanomethylimidazole was heated in 20 ml of ethanol containing 1 g of hydrogen chloride in a sealed tube at 100° C. for 2 hours. 0.5 ml of water was added to the reaction solution, which was then boiled for 1 hour and evaporated to dryness under reduced pressure. The residue was dissolved in 50 ml of ethyl acetate and, after washing with aqueous sodium bicarbonate, the ethyl acetate layer was evaporated to dryness, and chromatographed on a column of 30 g of s...